This data is from the Open Reaction Database (ORD), a public repository of structured organic reaction records. The task is: describe an organic reaction: reactants, conditions, products, and yield The reactants are CCOC(=O)NN, CCCOc1ccccc1-c1nc(C=O)c[nH]1. The product is CCCOc1ccccc1-c1nc(C=NNC(=O)OCC)c[nH]1. RXN SMILES: [C:18]([NH:19][NH2:20])(=[O:21])[O:22][CH2:23][CH3:24].[CH2:1]([CH2:2][CH3:3])[O:4][c:5]1[c:6](-[c:11]2[nH:12][cH:13][c:14]([CH:16]=[O:17])[n:15]2)[cH:7][cH:8][cH:9][cH:10]1>>[CH2:1]([CH2:2][CH3:3])[O:4][c:5]1[c:6](-[c:11]2[nH:12][cH:13][c:14]([CH:16]=[N:20][NH:19][C:18](=[O:21])[O:22][CH2:23][CH3:24])[n:15]2)[cH:7][cH:8][cH:9][cH:10]1. Starting materials: N1CC(C1)C(=O)OC (methyl 3-azetidinecarboxylate), C(C)C1=C(C=CC=C1C=O)C1=CN=C(S1)C=1C=CC(=C(C#N)C1)OC(C)C (5-[5-(2-ethyl-3-formylphenyl)-1,3-thiazol-2-yl]-2-[(1-methylethyl)oxy]benzonitrile), C(C)(=O)O (acetic acid), C(C)(=O)[O-].[Na+] (sodium acetate). Solvent: C(C)O (ethanol). Run at time 30 minute. Yields the product crude product, C(#N)C=1C=C(C=CC1OC(C)C)C=1SC(=CN1)C=1C(=C(C=CC1)CN1CC(C1)C(=O)OC)CC (methyl 1-{[3-(2-{3-cyano-4-[(1-methylethyl)oxy]phenyl}-1,3-thiazol-5-yl)-2-ethylphenyl]methyl}-3-azetidinecarboxylate). The yield is 83.1%. Reaction SMILES: [CH2:1]([C:3]1[C:8]([CH:9]=O)=[CH:7][CH:6]=[CH:5][C:4]=1[C:11]1[S:15][C:14]([C:16]2[CH:17]=[CH:18][C:19]([O:24][CH:25]([CH3:27])[CH3:26])=[C:20]([CH:23]=2)[C:21]#[N:22])=[N:13][CH:12]=1)[CH3:2].C(O)(=O)C.C([O-])(=O)C.[Na+].[NH:37]1[CH2:40][CH:39]([C:41]([O:43][CH3:44])=[O:42])[CH2:38]1>C(O)C>[C:21]([C:20]1[CH:23]=[C:16]([C:14]2[S:15][C:11]([C:4]3[C:3]([CH2:1][CH3:2])=[C:8]([CH2:9][N:37]4[CH2:40][CH:39]([C:41]([O:43][CH3:44])=[O:42])[CH2:38]4)[CH:7]=[CH:6][CH:5]=3)=[CH:12][N:13]=2)[CH:17]=[CH:18][C:19]=1[O:24][CH:25]([CH3:27])[CH3:26])#[N:22] |f:2.3|. Procedure: To a solution of 5-[5-(2-ethyl-3-formylphenyl)-1,3-thiazol-2-yl]-2-[(1-methylethyl)oxy]benzonitrile (D73) (120 mg), acetic acid (0.023 mL) and sodium acetate (32.7 mg) in ethanol (20.00 mL) stirred under nitrogen at room temperature was added methyl 3-azetidinecarboxylate (92 mg) in one charge. The reaction mixture was stirred at room temperature for 30 min, then the solvent was evaporated in vacuo. The residue was dissolved in dichloromethane (DCM) (20 mL), sodium triacetoxyborohydride (169 mg)... The reactants are C(C(O)C1=CC=CC=C1)(=O)O ((+) mandelic acid), CC1CNCCC1 (3-methylpiperidine). The solvent is C(C)(=O)OCC (ethyl acetate). Reaction conditions: time 24 hour. Product: C(C(O)C1=CC=CC=C1)(=O)O.C[C@@H]1CNCCC1 ((S)-(+)-3-methylpiperidine mandelate salt). Yield: 30.1%. Reaction SMILES: [C:1]([OH:11])(=[O:10])[CH:2]([C:4]1[CH:9]=[CH:8][CH:7]=[CH:6][CH:5]=1)[OH:3].[CH3:12][CH:13]1[CH2:18][CH2:17][CH2:16][NH:15][CH2:14]1>C(OCC)(=O)C>[C:1]([OH:11])(=[O:10])[CH:2]([C:4]1[CH:9]=[CH:8][CH:7]=[CH:6][CH:5]=1)[OH:3].[CH3:12][C@H:13]1[CH2:18][CH2:17][CH2:16][NH:15][CH2:14]1 |f:3.4|. Reported procedure: (+) mandelic acid (45.64 g, 0.3 mol) is dissolved in 300 ml of warm ethyl acetate. 3-methylpiperidine (29.8 g, 0.3 mol) is added under agitation and the solution allowed to return to ambient temperature. After 24 hours, the salt obtained is filtered and rinsed with an EA/AcOEt (1/1) mixture then recrystallized 3 times from AcOEt. In this way, the (S)-(+)-3-methylpiperidine mandelate salt (22.7 g) is obtained. M.p.=120-122° C; αD=+58.0° (methanol, c=1.0). Reactants: CCOc1cc2c(cc1C(C)=O)C=CCC2(C)C, C1CCOC1, CI, CC(C)[N-]C(C)C, [Li+]. The product is CCOc1cc2c(cc1C(=O)CC)C=CCC2(C)C. RXN SMILES: [CH2:1]([CH3:2])[O:3][c:4]1[c:5]([C:16]([CH3:17])=[O:18])[cH:6][c:7]2[c:12]([cH:13]1)[C:11]([CH3:14])([CH3:15])[CH2:10][CH:9]=[CH:8]2.[CH2:29]1[O:30][CH2:31][CH2:32][CH2:33]1.[CH3:27][I:28].[CH:19]([N-:20][CH:21]([CH3:22])[CH3:23])([CH3:24])[CH3:25].[Li+:26]>>[CH2:1]([CH3:2])[O:3][c:4]1[c:5]([C:16]([CH2:17][CH3:19])=[O:18])[cH:6][c:7]2[c:12]([cH:13]1)[C:11]([CH3:14])([CH3:15])[CH2:10][CH:9]=[CH:8]2. The reactants are BrC1=CC(=C(C=C1)NC(=O)C=1NC=C(N1)C#N)C1=CCC(CC1)(C)C (4-Cyano-1H-imidazole-2-carboxylic acid [4-bromo-2-(4,4-dimethyl-cyclohex-1-enyl)-phenyl]-amide), COC[C@@H]1CO1 ((S)-glycidyl methyl ether). Product: CC1(CC=C(CC1)C1=C(C=CC(=C1)C[C@H](COC)O)NC(=O)C=1NC(=CN1)C#N)C (5-Cyano-1H-imidazole-2-carboxylic acid [2-(4,4-dimethyl-cyclohex-1-enyl)-4-((R)-2-hydroxy-3-methoxy-propyl)-phenyl]-amide). Reaction SMILES: Br[C:2]1[CH:7]=[CH:6][C:5]([NH:8][C:9]([C:11]2[NH:12][CH:13]=[C:14]([C:16]#[N:17])[N:15]=2)=[O:10])=[C:4]([C:18]2[CH2:23][CH2:22][C:21]([CH3:25])([CH3:24])[CH2:20][CH:19]=2)[CH:3]=1.[CH3:26][O:27][CH2:28][C@H:29]1[O:31][CH2:30]1>>[CH3:24][C:21]1([CH3:25])[CH2:22][CH2:23][C:18]([C:4]2[CH:3]=[C:2]([CH2:30][C@@H:29]([OH:31])[CH2:28][O:27][CH3:26])[CH:7]=[CH:6][C:5]=2[NH:8][C:9]([C:11]2[NH:15][C:14]([C:16]#[N:17])=[CH:13][N:12]=2)=[O:10])=[CH:19][CH2:20]1. Procedure: This compound was prepared from 4-cyano-1H-imidazole-2-carboxylic acid [4-bromo-2-(4,4-dimethyl-cyclohex-1-enyl)-phenyl]-amide (as prepared in Example 14, step (c)) according to the procedure in Example 46 step (a) using (S)-glycidyl methyl ether as the electrophile. 1H-NMR (400 MHz, CD3OD): δ 8.10 (d, J=8.3 Hz, 1H), 7.98 (s, 1H), 7.15 (dd, J=8.3, 2.1 Hz, 1H), 7.07 (d, J=2.1 Hz, 1H), 5.73 (m, 1H), 3.91 (m, 1H), 3.36 (s, 3H), 2.80 (dd, J=13.7, 5.7 Hz, 1H), 2.69 (dd, J=13.7, 7.5 Hz, 1H), 2.31 (m, ... Starting materials: C(C)(C)(C)OC(=O)C1=CC=C2N(C(C=C21)C(=O)OCC2=CC=CC=C2)CC2=CC(=C(C=C2)Cl)Cl (Benzyl 4-tert-butoxycarbonyl-1-(3,4dichlorobenzyl)cyclopenta[b]pyrrole-2-carboxylate), C(=O)(C(F)(F)F)O (TFA). Solvent: C(Cl)Cl (methylene chloride). Conditions: time 24 hour. The product is C(=O)(O)C1=CC=C2N(C(C=C21)C(=O)OCC2=CC=CC=C2)CC2=CC(=C(C=C2)Cl)Cl (Benzyl 4-carboxy-1-(3,4-dichlorobenzyl)cyclopenta[b]pyrrole-2-carboxylate). Yield: 98.2%. Reaction SMILES: C([O:5][C:6]([C:8]1[C:15]2[C:11]([N:12]([CH2:26][C:27]3[CH:32]=[CH:31][C:30]([Cl:33])=[C:29]([Cl:34])[CH:28]=3)[CH:13]([C:16]([O:18][CH2:19][C:20]3[CH:25]=[CH:24][CH:23]=[CH:22][CH:21]=3)=[O:17])[CH:14]=2)=[CH:10][CH:9]=1)=[O:7])(C)(C)C.C(O)(C(F)(F)F)=O>C(Cl)Cl>[C:6]([C:8]1[C:15]2[C:11]([N:12]([CH2:26][C:27]3[CH:32]=[CH:31][C:30]([Cl:33])=[C:29]([Cl:34])[CH:28]=3)[CH:13]([C:16]([O:18][CH2:19][C:20]3[CH:25]=[CH:24][CH:23]=[CH:22][CH:21]=3)=[O:17])[CH:14]=2)=[CH:10][CH:9]=1)([OH:7])=[O:5]. Procedure: Benzyl 4-tert-butoxycarbonyl-1-(3,4dichlorobenzyl)cyclopenta[b]pyrrole-2-carboxylate (0.7 g) was dissolved in methylene chloride (10 mL) and TFA (3 mL) was added. Stirring was continued for 24 hours and the solvents were removed in vacuo to afford a pale oil. The oil slowly solidified on standing to afford the title product (0.61 g, 98%), NMR d(DMSO) 2.40 (4H, m), 3.70 (1H, t), 5.10 (2H, s), 5.40 (2H, AB d), 6.70 (1H, s), 6.90 (1H, d), 7.30 (6H, m), 7.50 (1H, d); M/z (−) 444, 442 (M-H+). Starting materials: [Br-].[K+] (Potassium bromide), N[C@H](CC(C)C)C(=O)O (D-leucine), N(=O)[O-].[Na+] (sodium nitrite). The solvent is S(O)(O)(=O)=O (sulfuric acid). Reaction conditions: temperature -10 celsius, time 1 hour. Product: Br[C@@H](C(=O)O)CC(C)C ((R)-2-Bromo-4-methylpentanoic acid). Yield: 60.2%. RXN SMILES: [Br-:1].[K+].N[C@@H:4]([C:9]([OH:11])=[O:10])[CH2:5][CH:6]([CH3:8])[CH3:7].N([O-])=O.[Na+]>S(=O)(=O)(O)O>[Br:1][C@H:4]([CH2:5][CH:6]([CH3:8])[CH3:7])[C:9]([OH:11])=[O:10] |f:0.1,3.4|. Procedure: Potassium bromide (9.5 g., 80 mmol) was added to a stirred solution of D-leucine (3.0 g., 23 mmol) in 2.5N sulfuric acid (47 ml) at room temperature. The reaction mixture was cooled to -10° C. and solid sodium nitrite (2.4 g., 34 mmol) was added portionwise, maintaining the temperature between -10° and -5° C. After addition was complete, the reaction was stirred for 1 hour and then warmed to room temperature and stirred for another hour. The reaction mixture was then extracted twice with ether, ... Reactants: Cc1ccc(S(=O)(=O)OC2CCC3(CC2)OCCO3)cc1, Ic1cn[nH]c1, [K+], [K+], O=C([O-])[O-], C1COCCOCCOCCOCCOCCO1, CN(C)C=O, O. Product: Ic1cnn(C2CCC3(CC2)OCCO3)c1. As a reaction SMILES: [CH3:1][c:2]1[cH:3][cH:4][c:5]([S:6]([O:7][CH:12]2[CH2:13][CH2:14][C:15]3([O:16][CH2:17][CH2:18][O:19]3)[CH2:20][CH2:21]2)(=[O:8])=[O:9])[cH:10][cH:11]1.[I:22][c:23]1[cH:24][n:25][nH:26][cH:27]1.[K+:28].[K+:29].[O-:30][C:31]([O-:32])=[O:33].[O:34]1[CH2:35][CH2:36][O:37][CH2:38][CH2:39][O:40][CH2:41][CH2:42][O:43][CH2:44][CH2:45][O:46][CH2:47][CH2:48][O:49][CH2:50][CH2:51]1.[O:52]=[CH:53][N:54]([CH3:55])[CH3:56].[OH2:57]>>[CH:12]1([n:25]2[cH:24][c:23]([I:22])[cH:27][n:26]2)[CH2:13][CH2:14][C:15]2([O:16][CH2:17][CH2:18][O:19]2)[CH2:20][CH2:21]1. Starting materials: C1(CCCC1)NC1=CC=C(C=C1)C(C(F)(F)F)=O (1-(4-cyclopentylamino-phenyl)-2,2,2-trifluoro-ethanone), resultant mixture, C1(=CC=CC=C1)C#C (phenylacetylene), solution, C(CCC)[Li] (n-butyllithium). The solvent is C1CCOC1 (THF), C1CCOC1 (THF), hexanes. Reaction conditions: temperature -78 celsius, time 30 minute. The product is C1(CCCC1)NC1=CC=C(C=C1)C(C(F)(F)F)(C#CC1=CC=CC=C1)O (2-(4-Cyclopentylamino-phenyl)-1,1,1-trifluoro-4-phenyl-but-3-yn-2-ol). Reaction SMILES: [C:1]1([C:7]#[CH:8])[CH:6]=[CH:5][CH:4]=[CH:3][CH:2]=1.C([Li])CCC.[CH:14]1([NH:19][C:20]2[CH:25]=[CH:24][C:23]([C:26](=[O:31])[C:27]([F:30])([F:29])[F:28])=[CH:22][CH:21]=2)[CH2:18][CH2:17][CH2:16][CH2:15]1>C1COCC1>[CH:14]1([NH:19][C:20]2[CH:25]=[CH:24][C:23]([C:26]([OH:31])([C:8]#[C:7][C:1]3[CH:6]=[CH:5][CH:4]=[CH:3][CH:2]=3)[C:27]([F:29])([F:30])[F:28])=[CH:22][CH:21]=2)[CH2:15][CH2:16][CH2:17][CH2:18]1. Procedure: To a solution of 0.4 ml of phenylacetylene (3.6 mmol in 10 ml of THF at −78° C. was added 1.9 ml (4.75 mmol) of a 2.5 M solution of n-butyllithium in hexanes. The color of the solution turned dark blue and the reaction mixture was stirred at −78° C. for 30 min. After this time, a solution of 450 mg of 1-(4-cyclopentylamino-phenyl)-2,2,2-trifluoro-ethanone (1.75 mmol) in 2 ml of THF was added and the resultant mixture stirred at −78° C. for 1.5 h before being allowed to warn to room temperature a... Solvent: C(CC(C)C)O (isoamyl alcohol). Reactants: NC1=NC(=NC2=CC(=C(C=C12)OC)OC)N1CCNCC1 (4-amino-6,7-dimethoxy-2-piperazinoquinazoline), ClC1=NC2=CC=CC=C2C=C1 (2-chloroquinoline), C(CC)N(CCC)CCC (tri-n-propylamine). Reaction SMILES: [NH2:1][C:2]1[C:11]2[C:6](=[CH:7][C:8]([O:14][CH3:15])=[C:9]([O:12][CH3:13])[CH:10]=2)[N:5]=[C:4]([N:16]2[CH2:21][CH2:20][NH:19][CH2:18][CH2:17]2)[N:3]=1.[Cl:22][C:23]1[CH:32]=[CH:31][C:30]2[C:25](=[CH:26][CH:27]=[CH:28][CH:29]=2)[N:24]=1.C(N(CCC)CCC)CC>C(O)CC(C)C>[ClH:22].[NH2:1][C:2]1[C:11]2[C:6](=[CH:7][C:8]([O:14][CH3:15])=[C:9]([O:12][CH3:13])[CH:10]=2)[N:5]=[C:4]([N:16]2[CH2:21][CH2:20][N:19]([C:23]3[CH:32]=[CH:31][C:30]4[C:25](=[CH:26][CH:27]=[CH:28][CH:29]=4)[N:24]=3)[CH2:18][CH2:17]2)[N:3]=1 |f:4.5|. Procedure details: Mixed were 0.72 g (2.5 mmol) of 4-amino-6,7-dimethoxy-2-piperazinoquinazoline, 0.63 g (3.9 mmol) of 2-chloroquinoline, 0.43 g (3 mmol) of tri-n-propylamine and 15 ml of isoamyl alcohol. The mixture was refluxed for 16 hours. After cooling the reaction mixture, the resultant crystals were collected by filtration, followed by their dissolution in a mixed solvent of 10 ml of dichloromethane and 10 ml of methanol. To the solution, 2 ml of a 20% ethanol solution of hydrochloric acid was added. The so... Product: Cl.NC1=NC(=NC2=CC(=C(C=C12)OC)OC)N1CCN(CC1)C1=NC2=CC=CC=C2C=C1 (4-Amino-6,7-dimethoxy-2-(4-(2-quinolyl)piperazino)quinazoline hydrochloride). Isolated yield 79.5%.